Dataset: the Open Reaction Database (ORD), a public repository of structured organic reaction records. Task: describe an organic reaction: reactants, conditions, products, and yield The reactants are [OH-].[Li+] (lithium hydroxide), C(C)OC(=O)C1=NOC(=N1)C=1C=NC=CC1C(F)(F)F (3-ethoxycarbonyl-5-(4-trifluoromethyl-3-pyridyl)-1,2,4-oxadiazole), ice water. Run in O (water), CO (methanol). Reaction conditions: temperature 0 celsius, time 2 hour. The product is FC(C1=C(C=NC=C1)C1=NC(=NO1)C(=O)O)(F)F (5-(4-trifluoromethyl-3-pyridyl)-1,2,4-oxadiazole-3-carboxylic acid). Yield: 96.8%. RXN SMILES: C([O:3][C:4]([C:6]1[N:10]=[C:9]([C:11]2[CH:12]=[N:13][CH:14]=[CH:15][C:16]=2[C:17]([F:20])([F:19])[F:18])[O:8][N:7]=1)=[O:5])C.[OH-].[Li+]>CO.O>[F:20][C:17]([F:18])([F:19])[C:16]1[CH:15]=[CH:14][N:13]=[CH:12][C:11]=1[C:9]1[O:8][N:7]=[C:6]([C:4]([OH:5])=[O:3])[N:10]=1 |f:1.2|. Procedure details: 15.8 g of 3-ethoxycarbonyl-5-(4-trifluoromethyl-3-pyridyl)-1,2,4-oxadiazole are initially charged in 13 ml of methanol, and, with ice-cooling at 0° C., a solution of 2.8 g of lithium hydroxide in 50 ml of water is added dropwise. The mixture is stirred at room temperature for 2 h, 20 ml of ice-water are added and the mixture is extracted with 200 ml of diethyl ether. The aqueous phase is adjused to pH=2 using dil. HCl, and the precipitated product is filtered off with suction. After drying, 13.8... The reactants are CO (methanol), C(C)(C)(C)OC1=CC=C(C=C)C=C1 (p-tert-butoxystyrene), C(C=C)(=O)OC1CCCCC1 (cyclohexyl acrylate), N(=NC(C#N)(C)C)C(C#N)(C)C (2,2′-azobisisobutyronitrile). The solvent is aqueous solution, C(C)(C)O (isopropanol). Run at temperature 75 celsius, time 6 hour. Yields the product C(C)(C)(C)OC1=CC=C(C=C)C=C1.C(C=C)(=O)OC1CCCCC1 (p-tert-butoxystyrene cyclohexyl acrylate). RXN SMILES: [C:1]([O:5][C:6]1[CH:13]=[CH:12][C:9]([CH:10]=[CH2:11])=[CH:8][CH:7]=1)([CH3:4])([CH3:3])[CH3:2].[C:14]([O:18][CH:19]1[CH2:24][CH2:23][CH2:22][CH2:21][CH2:20]1)(=[O:17])[CH:15]=[CH2:16].N(C(C)(C)C#N)=NC(C)(C)C#N.CO>C(O)(C)C>[C:1]([O:5][C:6]1[CH:7]=[CH:8][C:9]([CH:10]=[CH2:11])=[CH:12][CH:13]=1)([CH3:4])([CH3:2])[CH3:3].[C:14]([O:18][CH:19]1[CH2:24][CH2:23][CH2:22][CH2:21][CH2:20]1)(=[O:17])[CH:15]=[CH2:16] |f:5.6|. Reported procedure: First, 176.3 g (1.0 mol) of p-tert-butoxystyrene and 16.2 g (0.105 mol) of cyclohexyl acrylate were dissolved in 250 ml of isopropanol. In a nitrogen stream, 2,2′-azobisisobutyronitrile was added to the solution, and agitated at 75° C. for six hours. The reaction liquid was cooled, and poured in 5000 ml of an aqueous solution of methanol, thereby precipitating a reaction product. The precipitated solid was collected by filtration, washed with methanol, and dried in vacuum. Thus, 172.5 g of poly(... The reactants are CCN=C=NCCCN(C)C, CN1CCCC1=O, CCN(C(C)C)C(C)C, O=C(O)c1nccc(Sc2cnc(Nc3ccccn3)s2)c1F, CCCC(O)(CN)c1ccccc1, On1nnc2ccccc21. Yields the product CCCC(O)(CNC(=O)c1nccc(Sc2cnc(Nc3ccccn3)s2)c1F)c1ccccc1. Reaction SMILES: [CH3:37][CH2:38][N:39]=[C:40]=[N:41][CH2:42][CH2:43][CH2:44][N:45]([CH3:46])[CH3:47].[CH3:67][N:68]1[CH2:69][CH2:70][CH2:71][C:72]1=[O:73].[CH:58]([N:59]([CH:60]([CH3:61])[CH3:62])[CH2:63][CH3:64])([CH3:65])[CH3:66].[F:14][c:15]1[c:16]([C:34](=[O:35])[OH:36])[n:17][cH:18][cH:19][c:20]1[S:21][c:22]1[cH:23][n:24][c:25]([NH:27][c:28]2[n:29][cH:30][cH:31][cH:32][cH:33]2)[s:26]1.[NH2:1][CH2:2][C:3]([CH2:4][CH2:5][CH3:6])([OH:7])[c:8]1[cH:9][cH:10][cH:11][cH:12][cH:13]1.[OH:48][n:49]1[c:50]2[c:51]([cH:52][cH:53][cH:54][cH:55]2)[n:56][n:57]1>>[NH:1]([CH2:2][C:3]([CH2:4][CH2:5][CH3:6])([OH:7])[c:8]1[cH:9][cH:10][cH:11][cH:12][cH:13]1)[C:34]([c:16]1[c:15]([F:14])[c:20]([S:21][c:22]2[cH:23][n:24][c:25]([NH:27][c:28]3[n:29][cH:30][cH:31][cH:32][cH:33]3)[s:26]2)[cH:19][cH:18][n:17]1)=[O:35]. Starting materials: C1=CC=C2C(=C1)C(OC2=O)O (o-phthalaldehydic acid), NC1=CC=C(C=C1)CC(=O)O (p-aminophenylacetic acid), CO (methanol), B.[K] (potassium boron hydride). Run in C(C)(=O)O (acetic acid), O (water). The product is O=C1N(CC2=CC=CC=C12)C1=CC=C(C=C1)CC(=O)O (1-oxo-2 -{p-(carboxymethyl)-phenyl}-isoindoline). The yield is 94.3%. Reaction SMILES: [CH:1]1[CH:6]=[C:5]2[CH:7](O)O[C:9](=[O:10])[C:4]2=[CH:3][CH:2]=1.[NH2:12][C:13]1[CH:18]=[CH:17][C:16]([CH2:19][C:20]([OH:22])=[O:21])=[CH:15][CH:14]=1.CO.B.[K]>C(O)(=O)C.O>[O:10]=[C:9]1[C:4]2[C:5](=[CH:6][CH:1]=[CH:2][CH:3]=2)[CH2:7][N:12]1[C:13]1[CH:14]=[CH:15][C:16]([CH2:19][C:20]([OH:22])=[O:21])=[CH:17][CH:18]=1 |f:3.4,^1:25|. Reported procedure: 1.5 g of o-phthalaldehydic acid and 1.5 g of p-aminophenylacetic acid were added to 30 ml of methanol to form a mixture which was agitated at room temperature for one hour and incorporated with 0.54 g of potassium boron hydride in several portions. Then, the whole was reacted at room temperature of 5 hours and then freed from the solvent under a reduced pressure. The resulting residue was incorporated with 50 ml of water and then with a small amount of acetic acid to obtain an acidic solution, a...